Dataset: the Open Reaction Database (ORD), a public repository of structured organic reaction records. Task: describe an organic reaction: reactants, conditions, products, and yield The reactants are FC(C(=O)O)(F)F (trifluoroacetic acid), C(C)(C)(C)OC(=O)NCC=1SC(=C(N1)C(=O)OCC)C (2-(N-t-butoxycarbonylamino)methyl-4-ethoxycarbonyl-5-methylthiazole). Conditions: time 1 hour. Yields the product C(C)OC(=O)C=1N2C(SC1C)=CN=C2 (3-ethoxycarbonyl-2-methylimidazo[5,1-b]thiazole). The yield is 86.2%. Reaction SMILES: FC(F)(F)C(O)=O.C(O[C:13]([NH:15][CH2:16][C:17]1[S:18][C:19]([CH3:27])=[C:20]([C:22]([O:24][CH2:25][CH3:26])=[O:23])[N:21]=1)=O)(C)(C)C>>[CH2:25]([O:24][C:22]([C:20]1[N:21]2[CH:13]=[N:15][CH:16]=[C:17]2[S:18][C:19]=1[CH3:27])=[O:23])[CH3:26]. Reported procedure: A 30 ml portion of trifluoroacetic acid was added to 9.0 g of 2-(N-t-butoxycarbonylamino)methyl-4-ethoxycarbonyl-5-methylthiazole, and the mixture was then stirred at room temperature for 1 hour. After the reaction solution was concentrated under reduced pressure, an aqueous saturated sodium hydrogencarbonate solution was added so as to adjust the pH of the solution to about 8. Then, 150 ml of dichloromethane was added, and a mixture of 28.4 ml of formic acid and 14.2 ml of acetic anhydride whic...